Dataset: the Open Reaction Database (ORD), a public repository of structured organic reaction records. Task: describe an organic reaction: reactants, conditions, products, and yield Starting materials: [Al+3], CC(=O)Nc1c(C)c(C)c2c(c1C)CC(C)(CN1CCC(c3ccccc3)CC1)O2, CCOC(C)=O, [H-], [H-], [H-], [H-], [Li+], C1CCOC1, O. The product is CCNc1c(C)c(C)c2c(c1C)CC(C)(CN1CCC(c3ccccc3)CC1)O2. RXN SMILES: [Al+3:32].[CH3:1][C:2]1([CH2:18][N:19]2[CH2:20][CH2:21][CH:22]([c:25]3[cH:26][cH:27][cH:28][cH:29][cH:30]3)[CH2:23][CH2:24]2)[O:3][c:4]2[c:5]([c:7]([CH3:17])[c:8]([NH:13][C:14]([CH3:15])=[O:16])[c:9]([CH3:12])[c:10]2[CH3:11])[CH2:6]1.[CH3:37][CH2:38][O:39][C:40](=[O:41])[CH3:42].[H-:31].[H-:34].[H-:35].[H-:36].[Li+:33].[O:44]1[CH2:45][CH2:46][CH2:47][CH2:48]1.[OH2:43]>>[CH3:1][C:2]1([CH2:18][N:19]2[CH2:20][CH2:21][CH:22]([c:25]3[cH:26][cH:27][cH:28][cH:29][cH:30]3)[CH2:23][CH2:24]2)[O:3][c:4]2[c:5]([c:7]([CH3:17])[c:8]([NH:13][CH2:14][CH3:15])[c:9]([CH3:12])[c:10]2[CH3:11])[CH2:6]1. The reactants are [OH-].[K+] (potassium hydroxide), N1N=C(N=C1)S (1,2,4-triazole-3-thiol), C(C#C)Br (propargyl bromide). Solvent: CO (methanol). Yields the product C(C#C)SC1=NNC=N1 (3-(2-propynylthio)-1H-1,2,4-triazole). Reaction SMILES: [OH-].[K+].[NH:3]1[CH:7]=[N:6][C:5]([SH:8])=[N:4]1.[CH2:9](Br)[C:10]#[CH:11]>CO>[CH2:11]([S:8][C:5]1[N:6]=[CH:7][NH:3][N:4]=1)[C:10]#[CH:9] |f:0.1|. Procedure details: To a solution of 21.8 g of potassium hydroxide in 400 ml of methanol under nitrogen was added 33.37 g of 1,2,4-triazole-3-thiol. The resulting mixture was stirred at ambient temperature for ~1 hour. To this mixture was added 33.4 ml of propargyl bromide dropwise while keeping the reaction temperature below 30° C. After the addition, the resulting mixture was stirred at ambient temperature for ~4 hours and was then concentrated under reduced pressure. The residue was triturated in 300 ml of water... Starting materials: CC(CC(CP(O)(=O)CN1C(C=2C(C1=O)=C(C=CC2)[N+](=O)[O-])=O)C(NC(CC(C)C)C(NC)=O)=O)C ([4-methyl-2-[[3-methyl-1-(methylcarbamoyl)butyl]carbamoyl]pentyl][(3-nitrophthalimido)methyl]phosphinic acid). The solvent is CO (methanol), [Pd] (palladium-on-charcoal). Reaction conditions: time 3 hour. The product is NC1=C2C(C(=O)N(C2=O)CP(O)(=O)CC(CC(C)C)C(N[C@@H](CC(C)C)C(NC)=O)=O)=CC=C1 ([(3-aminophthalimido)methyl][(RS)-4-methyl-2-[[(S)-3-methyl-1-(methylcarbamoyl)butyl]carbamoyl]pentyl]phosphinic acid). Yield: 99.0%. Reaction SMILES: [CH3:1][CH:2]([CH3:36])[CH2:3][CH:4]([C:24](=[O:35])[NH:25][CH:26]([C:31](=[O:34])[NH:32][CH3:33])[CH2:27][CH:28]([CH3:30])[CH3:29])[CH2:5][P:6]([CH2:9][N:10]1[C:14](=[O:15])[C:13]2=[C:16]([N+:20]([O-])=O)[CH:17]=[CH:18][CH:19]=[C:12]2[C:11]1=[O:23])(=[O:8])[OH:7]>CO.[Pd]>[NH2:20][C:16]1[CH:17]=[CH:18][CH:19]=[C:12]2[C:11]([N:10]([CH2:9][P:6]([CH2:5][CH:4]([C:24](=[O:35])[NH:25][C@H:26]([C:31](=[O:34])[NH:32][CH3:33])[CH2:27][CH:28]([CH3:29])[CH3:30])[CH2:3][CH:2]([CH3:36])[CH3:1])(=[O:7])[OH:8])[C:14](=[O:15])[C:13]=12)=[O:23]. Reported procedure: 75 mg of [4-methyl-2-[[3-methyl-1-(methylcarbamoyl)butyl]carbamoyl]pentyl][(3-nitrophthalimido)methyl]phosphinic acid were dissolved in 2.5 ml of methanol containing 0.01 g of 10% palladium-on-charcoal. The mixture was hydrogenated for 3 hours and then filtered. The filtrate was evaporated to give 70 mg of [(3-aminophthalimido)methyl][(RS)-4-methyl-2-[[(S)-3-methyl-1-(methylcarbamoyl)butyl]carbamoyl]pentyl]phosphinic acid in the form of a yellow foam. Reactants: C(C)(=O)O[C@H]1C[C@@H]2CC[C@H]3[C@@H]4CC[C@@H]([C@@]4(C)C[C@H]([C@@H]3[C@]2(C[C@@H]1O)C)NCCC(C)C)C(=O)OC (Methyl 3α-acetoxy-2β-hydroxy-11α-(3-methylbutylamino)-5α-androstane-17β-carboxylate), Cl (HCl), O (water). Yields the product Cl.C(C)(=O)O[C@H]1C[C@@H]2CC[C@H]3[C@@H]4CC[C@@H]([C@@]4(C)C[C@H]([C@@H]3[C@]2(C[C@@H]1O)C)NCCC(C)C)C(=O)OC (Methyl 3α-acetoxy-2β-hydroxy-11α-(3-methylbutylamino)-5α-androstane-17β-carboxylate hydrochloride). The yield is 0.9%. RXN SMILES: [C:1]([O:4][C@@H:5]1[C@@H:22]([OH:23])[CH2:21][C@@:20]2([CH3:24])[C@@H:7]([CH2:8][CH2:9][C@@H:10]3[C@@H:19]2[C@H:18]([NH:25][CH2:26][CH2:27][CH:28]([CH3:30])[CH3:29])[CH2:17][C@@:15]2([CH3:16])[C@H:11]3[CH2:12][CH2:13][C@@H:14]2[C:31]([O:33][CH3:34])=[O:32])[CH2:6]1)(=[O:3])[CH3:2].O.[ClH:36]>>[ClH:36].[C:1]([O:4][C@@H:5]1[C@@H:22]([OH:23])[CH2:21][C@@:20]2([CH3:24])[C@@H:7]([CH2:8][CH2:9][C@@H:10]3[C@@H:19]2[C@H:18]([NH:25][CH2:26][CH2:27][CH:28]([CH3:30])[CH3:29])[CH2:17][C@@:15]2([CH3:16])[C@H:11]3[CH2:12][CH2:13][C@@H:14]2[C:31]([O:33][CH3:34])=[O:32])[CH2:6]1)(=[O:3])[CH3:2] |f:3.4|. Procedure details: Methyl 3α-acetoxy-2β-hydroxy-11α-(3-methylbutylamino)-5α-androstane-17β-carboxylate (90 mg) was dissolved in 0.0987M HCl solution (1.91 ml) as far as possible. The mixture was made up to 9 g with water and filtered. The residue was collected, dried and weighed (9 mg). This gave a 0.9% solution with respect to free base, pH 2.45.